This data is from the Open Reaction Database (ORD), a public repository of structured organic reaction records. The task is: describe an organic reaction: reactants, conditions, products, and yield The reactants are O(C1=CC=CC=C1)C1=CC=C(C=C1)O (p-phenoxyphenol), C(C=C)#N (acrylonitrile), solution, [OH-].C(C1=CC=CC=C1)[N+](C)(C)C (benzyltrimethylammonium hydroxide). The solvent is CO (methanol), O (water). The product is O(C1=CC=CC=C1)C1=CC=C(OCCC#N)C=C1 (3-(p-phenoxyphenoxy)propionitrile). The yield is 34.6%. Reaction SMILES: [O:1]([C:8]1[CH:13]=[CH:12][C:11]([OH:14])=[CH:10][CH:9]=1)[C:2]1[CH:7]=[CH:6][CH:5]=[CH:4][CH:3]=1.[C:15](#[N:18])[CH:16]=[CH2:17].[OH-].C([N+](C)(C)C)C1C=CC=CC=1>CO.O>[O:1]([C:8]1[CH:9]=[CH:10][C:11]([O:14][CH2:17][CH2:16][C:15]#[N:18])=[CH:12][CH:13]=1)[C:2]1[CH:7]=[CH:6][CH:5]=[CH:4][CH:3]=1 |f:2.3|. Procedure details: 3-(p-Phenoxyphenoxy)propionitrile was prepared by heating under reflux for 18 hours a mixture of 25 g of p-phenoxyphenol, 28.4 g of acrylonitrile and 5 ml of a 40% solution of benzyltrimethylammonium hydroxide in methanol. It was worked up by cooling, diluting with 400 ml water, extracting using ethyl acetate; washing the organic layer with 5% aqueous sodium hydroxide, drying, evaporating the solvent, and recrystallizing from hexane to yield 11.1 g of 3-(p-phenoxyphenoxy)propionitrile m.p. 81-3°... The reactants are CCOC(CC)CCCCO, CS(=O)(=O)Cl, CN(C)C=O, c1ccncc1. Product: CCOC(CC)CCCCCl. RXN SMILES: [CH2:1]([CH3:2])[O:3][CH:4]([CH2:5][CH2:6][CH2:7][CH2:8][OH:9])[CH2:10][CH3:11].[CH3:12][S:13]([Cl:14])(=[O:15])=[O:16].[CH3:23][N:24]([CH3:25])[CH:26]=[O:27].[cH:17]1[cH:18][cH:19][n:20][cH:21][cH:22]1>>[CH2:1]([CH3:2])[O:3][CH:4]([CH2:5][CH2:6][CH2:7][CH2:8][Cl:14])[CH2:10][CH3:11]. Reactants: CC(C)N(C1=CC=C(C=C1)F)C(=O)COC2=NN=C(S2)C(F)(F)F (Fluthiamide), CC(C)N(C1=CC=C(C=C1)F)C(=O)COC2=NN=C(S2)C(F)(F)F (Fluthiamide), CC(C)(C)C1=NN=C(N(C1=O)N)SC (Metribuzin), CC(C)N(C1=CC=C(C=C1)F)C(=O)COC2=NN=C(S2)C(F)(F)F (Fluthiamide), CC(C)(C)C1=NN=C(N(C1=O)N)SC (Metribuzin), O=[Si]=O (Wessalon), O.[O-2].[O-2].[O-2].[O-2].[O-2].[O-2].[Na+].[Na+].[Al+3].[Al+3].[Si+4] (Zeolex), C(CC(O)(C(=O)O)CC(=O)O)(=O)O (Citric Acid), CC(C)(C)C1=NN=C(N(C1=O)N)SC (Metribuzin). The product is CC(C)N(C1=CC=C(C=C1)F)C(=O)COC2=NN=C(S2)C(F)(F)F.CC(C)(C)C1=NN=C(N(C1=O)N)SC (Fluthiamide Metribuzin). Reaction SMILES: [CH3:1][CH:2]([N:4]([C:12]([CH2:14][O:15][C:16]1[S:20][C:19]([C:21]([F:24])([F:23])[F:22])=[N:18][N:17]=1)=[O:13])[C:5]1[CH:10]=[CH:9][C:8]([F:11])=[CH:7][CH:6]=1)[CH3:3].[CH3:25][C:26]([C:29]1[C:34](=[O:35])[N:33]([NH2:36])[C:32]([S:37][CH3:38])=[N:31][N:30]=1)([CH3:28])[CH3:27].O=[Si]=O.O.[O-2].[O-2].[O-2].[O-2].[O-2].[O-2].[Na+].[Na+].[Al+3].[Al+3].[Si+4].C(O)(=O)CC(CC(O)=O)(C(O)=O)O>>[CH3:3][CH:2]([N:4]([C:12]([CH2:14][O:15][C:16]1[S:20][C:19]([C:21]([F:23])([F:24])[F:22])=[N:18][N:17]=1)=[O:13])[C:5]1[CH:6]=[CH:7][C:8]([F:11])=[CH:9][CH:10]=1)[CH3:1].[CH3:28][C:26]([C:29]1[C:34](=[O:35])[N:33]([NH2:36])[C:32]([S:37][CH3:38])=[N:31][N:30]=1)([CH3:25])[CH3:27] |f:3.4.5.6.7.8.9.10.11.12.13.14,16.17|. Procedure: In this example the molar ratio of Fluthiamide to Metribuzin is varied from about 4:1 to about 2:1. Varying the ratio allows the use of the formulation on other crops with specific dosage needs, and also demonstrates that the same pH adjusting principle is effective at more than one active ingredient ratio. In this example, a 60% total a.i. formulation was prepared by preparing a dry premix containing 40.1% Fluthiamide, 20.1% Metribuzin, 5.0% Morwet D425, 8.0% Reax 907, 4.0% Wessalon S, 2.0% Zeo... The reactants are [Al+3], C1CCOC1, N#Cc1cc(Cl)c(N)c(Cl)c1, [H-], [H-], [H-], [H-], [Li+], [Na+], [Na+], O, O, O, O, O, O, O, O, O, O, O=S(=O)([O-])[O-]. Product: NCc1cc(Cl)c(N)c(Cl)c1. RXN SMILES: [Al+3:2].[CH2:35]1[O:36][CH2:37][CH2:38][CH2:39]1.[Cl:7][c:8]1[cH:9][c:10]([C:11]#[N:12])[cH:13][c:14]([Cl:17])[c:15]1[NH2:16].[H-:1].[H-:4].[H-:5].[H-:6].[Li+:3].[Na+:33].[Na+:34].[OH2:18].[OH2:19].[OH2:20].[OH2:21].[OH2:22].[OH2:23].[OH2:24].[OH2:25].[OH2:26].[OH2:27].[S:28]([O-:29])([O-:30])(=[O:31])=[O:32]>>[Cl:7][c:8]1[cH:9][c:10]([CH2:11][NH2:12])[cH:13][c:14]([Cl:17])[c:15]1[NH2:16]. The reactants are C1(=CC=CC=C1)C=1SC=CC1 (2-Phenylthiophene), BrC=1C=CC(=C(C(=O)O)C1)C (5-bromo-2-methylbenzoic acid). Yields the product BrC=1C=CC(=C(C1)CC=1SC(=CC1)C1=CC=CC=C1)C (5-Bromo-2-methyl-1-(5-phenyl-2-thienylmethyl)benzene). As a reaction SMILES: [C:1]1([C:7]2[S:8][CH:9]=[CH:10][CH:11]=2)[CH:6]=[CH:5][CH:4]=[CH:3][CH:2]=1.[Br:12][C:13]1[CH:14]=[CH:15][C:16]([CH3:22])=[C:17]([CH:21]=1)[C:18](O)=O>>[Br:12][C:13]1[CH:14]=[CH:15][C:16]([CH3:22])=[C:17]([CH2:18][C:9]2[S:8][C:7]([C:1]3[CH:2]=[CH:3][CH:4]=[CH:5][CH:6]=3)=[CH:11][CH:10]=2)[CH:21]=1. Procedure: 2-Phenylthiophene and 5-bromo-2-methylbenzoic acid obtained in Reference Example 4-(1) were treated in a manner similar to Reference Example 5 to give the target compound. APCI-Mass m/Z 343/345 (M+H). Reactants: [H-].[Na+] (Sodium hydride), BrC=1C=CC(=NC1)C(CO)[C@@H]1CC[C@H](CC1)C(=O)OC (Racemic methyl trans-4-[1-(5-bromopyridin-2-yl)hydroxyethyl]cyclohexanecarboxylate), CN(C)C=O (DMF), CI (methyl iodide). Run in O (water), C(C)(=O)OCC (ethyl acetate), [Cl-].[Na+].O (brine). Conditions: temperature 0 celsius, time 20 minute. The product is BrC=1C=CC(=NC1)C(C)(OC)[C@@H]1CC[C@H](CC1)C(=O)OC (racemic methyl trans-4-[1-(5-bromopyridin-2-yl)-1-methoxyethyl]cyclohexanecarboxylate). RXN SMILES: [Br:1][C:2]1[CH:3]=[CH:4][C:5]([CH:8]([C@H:11]2[CH2:16][CH2:15][C@H:14]([C:17]([O:19][CH3:20])=[O:18])[CH2:13][CH2:12]2)[CH2:9]O)=[N:6][CH:7]=1.[H-].[Na+].CI.CN([CH:28]=[O:29])C>O.C(OCC)(=O)C.[Cl-].[Na+].O>[Br:1][C:2]1[CH:3]=[CH:4][C:5]([C:8]([C@H:11]2[CH2:12][CH2:13][C@H:14]([C:17]([O:19][CH3:20])=[O:18])[CH2:15][CH2:16]2)([O:29][CH3:28])[CH3:9])=[N:6][CH:7]=1 |f:1.2,7.8.9|. Reported procedure: Racemic methyl trans-4-[1-(5-bromopyridin-2-yl)hydroxyethyl]cyclohexanecarboxylate (500 mg, 1.461 mmol) was dissolved in DMF (7.3 mL) and cooled to 0° C. Sodium hydride (60 wt %, 117 mg, 2.92 mmol) was added in one portion. The mixture was stirred and allowed to warm to room temperature. After 20 minutes, methyl iodide (0.183 mL, 2.92 mmol) was added, and the reaction was stirred at room temperature for 30 minutes. The mixture was diluted with water, ethyl acetate, and brine. The layers were sep... Starting materials: CCO, Cn1nnnc1SC(=N)N, Cl, [Na+], [OH-], O=C(CCCCl)c1ccccn1. Yields the product Cn1nnnc1SCCCC(=O)c1ccccn1. RXN SMILES: [CH3:26][CH2:27][OH:28].[CH3:2][n:3]1[n:4][n:5][n:6][c:7]1[S:8][C:9](=[NH:10])[NH2:11].[ClH:1].[Na+:13].[OH-:12].[n:14]1[c:15]([C:20](=[O:21])[CH2:22][CH2:23][CH2:24][Cl:25])[cH:16][cH:17][cH:18][cH:19]1>>[CH3:2][n:3]1[n:4][n:5][n:6][c:7]1[S:8][CH2:9][CH2:23][CH2:22][C:20]([c:15]1[n:14][cH:19][cH:18][cH:17][cH:16]1)=[O:21].